From a dataset of the Open Reaction Database (ORD), a public repository of structured organic reaction records. describe an organic reaction: reactants, conditions, products, and yield Starting materials: BrC1C2C(C(=O)NC2=O)CCC1Br (3,4-Dibromohexahydrophthalimide), N1=CC=CC=C1 (pyridine), BrC1=C(C(=O)Cl)C=C(C=C1Br)Br (2,3,5-Tribromobenzoyl chloride). Solvent: C1=CC=CC=C1 (benzene). The product is BrC1=C(C(=O)N2C(C3C(C2=O)C(C(CC3)Br)Br)=O)C=C(C=C1Br)Br (N-(2,3,5-tribromobenzoyl)-3,4-dibromohexahydrophthalimide). Reaction SMILES: [Br:1][CH:2]1[CH:12]([Br:13])[CH2:11][CH2:10][CH:4]2[C:5]([NH:7][C:8](=[O:9])[CH:3]12)=[O:6].N1C=CC=CC=1.[Br:20][C:21]1[C:29]([Br:30])=[CH:28][C:27]([Br:31])=[CH:26][C:22]=1[C:23](Cl)=[O:24]>C1C=CC=CC=1>[Br:20][C:21]1[C:29]([Br:30])=[CH:28][C:27]([Br:31])=[CH:26][C:22]=1[C:23]([N:7]1[C:8](=[O:9])[CH:3]2[CH:2]([Br:1])[CH:12]([Br:13])[CH2:11][CH2:10][CH:4]2[C:5]1=[O:6])=[O:24]. Procedure: 3,4-Dibromohexahydrophthalimide (0.10 mole), benzene (300 ml) and pyridine (0.11 mole) are charged into a glass reaction vessel equipped with a mechanical stirrer, thermometer and reflux condenser. 2,3,5-Tribromobenzoyl chloride (0.10 mole) is then added dropwise to the flask with stirring at room temperature. After the addition is completed the reaction mixture is heated at reflux with continued stirring for a period of about 1 hour. After this time the reaction mixture is filtered and the filt... The reactants are Cl, Cl, NCC1(O)CN2CCC1C2, CSC(=Nc1nc2cccnc2s1)SC. Yields the product c1cnc2sc(NC3=NCC4(CN5CCC4C5)O3)nc2c1. Reaction SMILES: [ClH:16].[ClH:17].[NH2:18][CH2:19][C:20]1([OH:27])[CH2:21][N:22]2[CH2:23][CH2:24][CH:25]1[CH2:26]2.[n:1]1[c:2]([N:10]=[C:11]([S:12][CH3:13])[S:14][CH3:15])[s:3][c:4]2[n:5][cH:6][cH:7][cH:8][c:9]12>>[n:1]1[c:2]([NH:10][C:11]2=[N:18][CH2:19][C:20]3([CH2:21][N:22]4[CH2:23][CH2:24][CH:25]3[CH2:26]4)[O:27]2)[s:3][c:4]2[n:5][cH:6][cH:7][cH:8][c:9]12. Starting materials: COC1=CC=C2[C@@H]([C@@H](COC2=C1)C1=CC(=CC=C1)C(F)(F)F)C1=CC=C(C=C1)OCCN1CCCC1 ((±)-cis-7-methoxy-4-(4-(2-pyrrolidinoethoxy)phenyl)-3-(3-(trifluoromethyl)phenyl)chromane), Cl.N1=CC=CC=C1 (pyridine hydrochloride). Product: OC1=CC=C2[C@@H]([C@@H](COC2=C1)C1=CC(=CC=C1)C(F)(F)F)C1=CC=C(C=C1)OCCN1CCCC1 ((±)-cis-7-Hydroxy-4-(4-(2-pyrrolidinoethoxy)phenyl)-3-(3-(trifluoromethyl)phenyl)chromane). RXN SMILES: C[O:2][C:3]1[CH:12]=[C:11]2[C:6]([C@H:7]([C:23]3[CH:28]=[CH:27][C:26]([O:29][CH2:30][CH2:31][N:32]4[CH2:36][CH2:35][CH2:34][CH2:33]4)=[CH:25][CH:24]=3)[C@H:8]([C:13]3[CH:18]=[CH:17][CH:16]=[C:15]([C:19]([F:22])([F:21])[F:20])[CH:14]=3)[CH2:9][O:10]2)=[CH:5][CH:4]=1.Cl.N1C=CC=CC=1>>[OH:2][C:3]1[CH:12]=[C:11]2[C:6]([C@H:7]([C:23]3[CH:28]=[CH:27][C:26]([O:29][CH2:30][CH2:31][N:32]4[CH2:33][CH2:34][CH2:35][CH2:36]4)=[CH:25][CH:24]=3)[C@H:8]([C:13]3[CH:18]=[CH:17][CH:16]=[C:15]([C:19]([F:20])([F:21])[F:22])[CH:14]=3)[CH2:9][O:10]2)=[CH:5][CH:4]=1 |f:1.2|. Procedure details: In an manner analogous to that described in step 5 for Example 10, (±)-cis-7-methoxy-4-(4-(2-pyrrolidinoethoxy)phenyl)-3-(3-(trifluoromethyl)phenyl)chromane (0.25 g, 0.50 mmol) was de-methylated by heating with pyridine hydrochloride to give the title compound as an off-white solid.